This data is from the Open Reaction Database (ORD), a public repository of structured organic reaction records. The task is: describe an organic reaction: reactants, conditions, products, and yield The reactants are CSC(=NS(C)(=O)=O)Nc1ccc(C#N)cc1, CCO, NCC(=O)O, [Na+], [OH-], O. Product: CS(=O)(=O)N=C(NCC(=O)O)Nc1ccc(C#N)cc1. As a reaction SMILES: [C:8](#[N:9])[c:10]1[cH:11][cH:12][c:13]([NH:16][C:17]([S:18][CH3:19])=[N:20][S:21](=[O:22])(=[O:23])[CH3:24])[cH:14][cH:15]1.[CH3:26][CH2:27][OH:28].[NH2:1][CH2:2][C:3]([OH:4])=[O:5].[Na+:7].[OH-:6].[OH2:25]>>[NH:1]([CH2:2][C:3]([OH:4])=[O:5])[C:17]([NH:16][c:13]1[cH:12][cH:11][c:10]([C:8]#[N:9])[cH:15][cH:14]1)=[N:20][S:21](=[O:22])(=[O:23])[CH3:24]. Starting materials: O=C(N=C=S)c1ccccc1, CN(C)C=O, Cc1ccccc1, Cl, [H-], COc1ccc(-c2nc(N)sc2-c2ccc(OC)cc2)cc1, [Na+], O, c1cscn1. Yields the product COc1ccc(-c2nc(NC(=S)NC(=O)c3ccccc3)sc2-c2ccc(OC)cc2)cc1. As a reaction SMILES: [C:31]([c:32]1[cH:33][cH:34][cH:35][cH:36][cH:37]1)(=[O:38])[N:39]=[C:40]=[S:41].[CH3:43][N:44]([CH3:45])[CH:46]=[O:47].[CH3:48][c:49]1[cH:50][cH:51][cH:52][cH:53][cH:54]1.[ClH:1].[H-:29].[NH2:7][c:8]1[s:9][c:10](-[c:21]2[cH:22][cH:23][c:24]([O:27][CH3:28])[cH:25][cH:26]2)[c:11](-[c:13]2[cH:14][cH:15][c:16]([O:19][CH3:20])[cH:17][cH:18]2)[n:12]1.[Na+:30].[OH2:42].[s:2]1[cH:3][cH:4][n:5][cH:6]1>>[NH:7]([c:8]1[s:9][c:10](-[c:21]2[cH:22][cH:23][c:24]([O:27][CH3:28])[cH:25][cH:26]2)[c:11](-[c:13]2[cH:14][cH:15][c:16]([O:19][CH3:20])[cH:17][cH:18]2)[n:12]1)[C:40]([NH:39][C:31]([c:32]1[cH:33][cH:34][cH:35][cH:36][cH:37]1)=[O:38])=[S:41].